From a dataset of the Open Reaction Database (ORD), a public repository of structured organic reaction records. describe an organic reaction: reactants, conditions, products, and yield Reactants: FC=1C=C(C=CC1[N+](=O)[O-])O (3-fluoro-4-nitrophenol), NC1=CC=CC=C1 (aniline). The solvent is C(C)(=O)OCC (ethyl acetate). Conditions: temperature 140 celsius, time 3 hour. The product is C1(=CC=CC=C1)NC=1C=C(C=CC1[N+](=O)[O-])O (3-Phenylamino-4-nitrophenol). Reaction SMILES: F[C:2]1[CH:3]=[C:4]([OH:11])[CH:5]=[CH:6][C:7]=1[N+:8]([O-:10])=[O:9].[NH2:12][C:13]1[CH:18]=[CH:17][CH:16]=[CH:15][CH:14]=1>C(OCC)(=O)C>[C:13]1([NH:12][C:2]2[CH:3]=[C:4]([OH:11])[CH:5]=[CH:6][C:7]=2[N+:8]([O-:10])=[O:9])[CH:18]=[CH:17][CH:16]=[CH:15][CH:14]=1. Procedure details: 14 g of 3-fluoro-4-nitrophenol and 24 ml of aniline were mixed and stirred for 3 hours at 140° C. After cooling, it was dissolved in ethyl acetate and extracted six times with 2N aqueous hydrochloric acid. The organic phase was washed with saturated sodium chloride solution, dried on sodium sulfate, concentrated by evaporation in a vacuum, and the residue was crystallized from diisopropyl ether. 20.8 g was obtained. RXN SMILES: C(N(C(C)C)CC)(C)C.C1CCN2C(=NCCC2)CC1.C([O:23][C:24](=O)[CH2:25][C:26]([C:28]1[C:29]([NH:36][CH:37]2[CH2:41][CH2:40][CH2:39][CH2:38]2)=[N:30][C:31]([S:34][CH3:35])=[N:32][CH:33]=1)=[O:27])C.Cl>CCOC(C)=O>[CH:37]1([N:36]2[C:29]3[N:30]=[C:31]([S:34][CH3:35])[N:32]=[CH:33][C:28]=3[C:26]([OH:27])=[CH:25][C:24]2=[O:23])[CH2:41][CH2:40][CH2:39][CH2:38]1. Product: C1(CCCC1)N1C(C=C(C2=C1N=C(N=C2)SC)O)=O (8-cyclopentyl-5-hydroxy-2-methylsulfanyl-8H-pyrido[2,3-d]pyrimidin-7-one). Reactants: C(C)(C)N(CC)C(C)C (Diisopropylethylamine), C1CCC2=NCCCN2CC1 (DBU), C(C)OC(CC(=O)C=1C(=NC(=NC1)SC)NC1CCCC1)=O (3-(4-cyclopentylamino-2-methylsulfanyl-pyrimidin-5-yl)-3-oxo-propionic acid ethyl ester), Cl (HCl). The solvent is CCOC(=O)C (EtOAc). Procedure: Diisopropylethylamine (12 mL) and DBU (1.62 mL) were added to 3-(4-cyclopentylamino-2-methylsulfanyl-pyrimidin-5-yl)-3-oxo-propionic acid ethyl ester (3.0 g, 9.29 mmol) and the resulting mixture was heated to 120° C. for 1 h. The reaction mixture was then cooled to RT and acidified with HCl (1 M aq) to pH 1. The resulting mixture was diluted with EtOAc and washed 3× with HCl (1 M aq). The combined aqueous layers were extracted with EtOAc and then 3× with a 1:1 mixture of isopropanol and chlorofo... Isolated yield 97.0%. Conditions: temperature 120 celsius. RXN SMILES: [CH3:1][CH2:2][C@H:3]1[O:18][C:16](=[O:17])[C@H:15]([CH3:19])[C@@H:14]([O:20][C@@H:21]2[O:26][C@@H:25]([CH3:27])[C@H:24]([OH:28])[C@@:23]([O:30][CH3:31])([CH3:29])[CH2:22]2)[C@H:13]([CH3:32])[C@@H:12]([O:33][C@@H:34]2[O:39][C@H:38]([CH3:40])[CH2:37][C@H:36]([N:41]([CH3:43])[CH3:42])[C@H:35]2[OH:44])[C@@:11]([OH:46])([CH3:45])[CH2:10][C@@H:9]([CH3:47])[CH2:8][N:7]([CH3:48])[C@H:6]([CH3:49])[C@@H:5]([OH:50])[C@@:4]1([OH:52])[CH3:51].O>O1CCCC1>[CH3:1][CH2:2][C@H:3]1[O:18][C:16](=[O:17])[C@H:15]([CH3:19])[C@@H:14]([O:20][C@@H:21]2[O:26][C@@H:25]([CH3:27])[C@H:24]([OH:28])[C@@:23]([O:30][CH3:31])([CH3:29])[CH2:22]2)[C@H:13]([CH3:32])[C@@H:12]([O:33][C@@H:34]2[O:39][C@H:38]([CH3:40])[CH2:37][C@H:36]([N:41]([CH3:43])[CH3:42])[C@H:35]2[OH:44])[C@@:11]([OH:46])([CH3:45])[CH2:10][C@@H:9]([CH3:47])[CH2:8][N:7]([CH3:48])[C@H:6]([CH3:49])[C@@H:5]([OH:50])[C@@:4]1([OH:52])[CH3:51].[CH2:37]1[CH2:38][O:39][CH2:34][CH2:36]1 |f:3.4|. Yields the product CC[C@@H]1[C@@]([C@@H]([C@H](N(C[C@@H](C[C@@]([C@@H]([C@H]([C@@H]([C@H](C(=O)O1)C)O[C@H]2C[C@@]([C@H]([C@@H](O2)C)O)(C)OC)C)O[C@H]3[C@@H]([C@H](C[C@H](O3)C)N(C)C)O)(C)O)C)C)C)O)(C)O.C1CCOC1 (azithromycin THF). The reactants are CC[C@@H]1[C@@]([C@@H]([C@H](N(C[C@@H](C[C@@]([C@@H]([C@H]([C@@H]([C@H](C(=O)O1)C)O[C@H]2C[C@@]([C@H]([C@@H](O2)C)O)(C)OC)C)O[C@H]3[C@@H]([C@H](C[C@H](O3)C)N(C)C)O)(C)O)C)C)C)O)(C)O (azithromycin), O (water). Solvent: O1CCCC1 (THF). Reported procedure: Form E is prepared by dissolving azithromycin in THF (tetrahydrofuran). Diffusing water vapor through saturated azithromycin THF solution over time yields crystals of Form E. The reactants are hydrochloride salt, Cl (hydrochloric acid), C(C)OC(C(C(C)C=1C=NC(=CC1)N)CSC(C)=O)=O (2-acetylsulfanylmethyl-3-(6amino-pyridin-3-yl)-butyric acid ethyl ester). The product is NC1=CC=C(C=N1)C(C(C(=O)O)CS)C (3-(6-Amino-pyridin-3-yl)-2-mercaptomethyl-butyric acid). The yield is 106.5%. Reaction SMILES: Cl.C([O:4][C:5](=[O:21])[CH:6]([CH2:16][S:17]C(=O)C)[CH:7]([C:9]1[CH:10]=[N:11][C:12]([NH2:15])=[CH:13][CH:14]=1)[CH3:8])C>>[NH2:15][C:12]1[N:11]=[CH:10][C:9]([CH:7]([CH3:8])[CH:6]([CH2:16][SH:17])[C:5]([OH:21])=[O:4])=[CH:14][CH:13]=1. Reported procedure: Conc. hydrochloric acid (4 mL) was added to 2-acetylsulfanylmethyl-3-(6amino-pyridin-3-yl)-butyric acid ethyl ester (104 mg, 0.253 mmol) under argon. The reaction was heated to reflux for 5 h and then concentrated under reduced pressure to give a diastereomeric mixture of the title compound (61 mg, 92%) as the hydrochloride salt. Starting materials: FC1=C(C=CC=C1)[N+](=O)[O-] (1-fluoro-2-nitro-benzene), NC1=C(C#N)C=C(C=C1)C (2-amino-5-methyl-benzonitrile), O.[OH-].[Li+] (lithium hydroxide monohydrate). Run in CS(=O)C (DMSO). Run at temperature 55 celsius, time 22 hour. Product: CC=1C=CC(=C(C#N)C1)NC1=C(C=CC=C1)[N+](=O)[O-] (5-Methyl-2-(2-nitro-phenylamino)-benzonitrile). Yield: 57.1%. As a reaction SMILES: F[C:2]1[CH:7]=[CH:6][CH:5]=[CH:4][C:3]=1[N+:8]([O-:10])=[O:9].[NH2:11][C:12]1[CH:19]=[CH:18][C:17]([CH3:20])=[CH:16][C:13]=1[C:14]#[N:15].O.[OH-].[Li+]>CS(C)=O>[CH3:20][C:17]1[CH:18]=[CH:19][C:12]([NH:11][C:2]2[CH:7]=[CH:6][CH:5]=[CH:4][C:3]=2[N+:8]([O-:10])=[O:9])=[C:13]([CH:16]=1)[C:14]#[N:15] |f:2.3.4|. Procedure: Combine 1-fluoro-2-nitro-benzene (4.34 g, 30.79 mmol), 2-amino-5-methyl-benzonitrile (4.07 g, 30.79 mmol), lithium hydroxide monohydrate (2.58 g, 61.58 mmol) and DMSO (50.0 ml). Stir the mixture at 55° C. for 22 hours, cool to ambient temperature and pour the mixture onto ice chips and stir. After 1 hour, remove the resulting precipitate by vacuum filtration. Dry the precipitate under vacuum, purify on silica gel using dichloromethane/hexanes (75:25) to give 4.45 g (57%) of an orange solid: mp 1... Starting materials: CC1C=C2CCCCCCCCCC=C2C1 (14-methyl-bicyclo[10.3.0]pentadeca-1,12-diene). The reagents and catalysts are [Pd] (palladium on charcoal). The solvent is C1(=CC=CC=C1)C (toluene). Product: CC1CC=2CCCCCCCCCCC2C1 (14-Methyl-bicyclo[10.3.0]pentadec-1(12)-ene). Yield: 87.0%. As a reaction SMILES: [CH3:1][CH:2]1[CH2:16][C:15]2[C:4]([CH2:5][CH2:6][CH2:7][CH2:8][CH2:9][CH2:10][CH2:11][CH2:12][CH2:13][CH:14]=2)=[CH:3]1>C1(C)C=CC=CC=1.[Pd]>[CH3:1][CH:2]1[CH2:3][C:4]2[CH2:5][CH2:6][CH2:7][CH2:8][CH2:9][CH2:10][CH2:11][CH2:12][CH2:13][CH2:14][C:15]=2[CH2:16]1. Reported procedure: 6.48 g of 14-methyl-bicyclo[10.3.0]pentadeca-1,12-diene--crude material; see Example 3--in 40 ml of toluene were hydrogenated in the presence of 0.65 g of 10% palladium on charcoal as indicated in Example 5. After the above treatments of filtration and distillation, there were obtained 5.69 g (86% yield) of the desired title compound having a purity of 95% according to the vapour phase chromatography analysis (CARBOWAX 10%--1.6 m--140°). The compound thus prepared was found identical with a samp... Reactants: C1CCOC1, CO, Cl, [Na+], [OH-], CCOC(=O)C(C)(C)Cc1c(C(=O)c2ccc(Cl)cc2)c2ccc(OCc3nc4ccccc4s3)cn2c1C(=O)C(C)(C)C. Yields the product CC(C)(C)C(=O)c1c(CC(C)(C)C(=O)O)c(C(=O)c2ccc(Cl)cc2)c2ccc(OCc3nc4ccccc4s3)cn12. Reaction SMILES: [CH2:48]1[O:49][CH2:50][CH2:51][CH2:52]1.[CH3:53][OH:54].[ClH:47].[Na+:46].[OH-:45].[s:1]1[c:2]([CH2:10][O:11][c:12]2[cH:13][n:14]3[c:15]([C:39]([C:40]([CH3:41])([CH3:42])[CH3:43])=[O:44])[c:16]([CH2:30][C:31]([C:32](=[O:33])[O:34][CH2:35][CH3:36])([CH3:37])[CH3:38])[c:17]([C:21](=[O:22])[c:23]4[cH:24][cH:25][c:26]([Cl:29])[cH:27][cH:28]4)[c:18]3[cH:19][cH:20]2)[n:3][c:4]2[c:5]1[cH:6][cH:7][cH:8][cH:9]2>>[s:1]1[c:2]([CH2:10][O:11][c:12]2[cH:13][n:14]3[c:15]([C:39]([C:40]([CH3:41])([CH3:42])[CH3:43])=[O:44])[c:16]([CH2:30][C:31]([C:32](=[O:33])[OH:34])([CH3:37])[CH3:38])[c:17]([C:21](=[O:22])[c:23]4[cH:24][cH:25][c:26]([Cl:29])[cH:27][cH:28]4)[c:18]3[cH:19][cH:20]2)[n:3][c:4]2[c:5]1[cH:6][cH:7][cH:8][cH:9]2. Run at temperature 100 celsius, time 3.5 hour. Starting materials: COC(N(C)C)OC (Dimethylformamide dimethylacetal), C(C)(=O)NC=1C=C2CCC(C2=CC1)=O (5-acetamido-1-indanone). Reported procedure: Dimethylformamide dimethylacetal was added to 5-acetamido-1-indanone (2.5 g, 13.2 mmol), which was stirred at 100° C. for 3.5 hours, and cooled to room temperature. The precipitated crude products were collected, which was washed with ethyl acetate to give the titled compound (2.73 g). Reaction SMILES: CO[CH:3](OC)[N:4]([CH3:6])[CH3:5].[C:9]([NH:12][C:13]1[CH:14]=[C:15]2[C:19](=[CH:20][CH:21]=1)[C:18](=[O:22])[CH2:17][CH2:16]2)(=[O:11])[CH3:10]>>[CH3:3][N:4](/[CH:6]=[C:17]1/[C:18](=[O:22])[C:19]2[C:15]([CH2:16]/1)=[CH:14][C:13]([NH:12][C:9](=[O:11])[CH3:10])=[CH:21][CH:20]=2)[CH3:5]. Product: CN(C)\C=C/1\C(C2=CC=C(C=C2C1)NC(C)=O)=O (N-[2-[(E)-(Dimethylamino)methylidene]-1-oxo-2,3-dihydro-1H-inden-5-yl]acetamide).